From a dataset of the Open Reaction Database (ORD), a public repository of structured organic reaction records. describe an organic reaction: reactants, conditions, products, and yield Starting materials: CC#N, Cl[Cu]Cl, Cl, CC(C)(C)ON=O, Nc1cc(CO)cc(C(F)(F)F)c1. Yields the product OCc1cc(Cl)cc(C(F)(F)F)c1. Reaction SMILES: [CH3:22][C:23]#[N:24].[Cl:25][Cu:26][Cl:27].[ClH:21].[N:14]([O:15][C:16]([CH3:17])([CH3:18])[CH3:19])=[O:20].[NH2:1][c:2]1[cH:3][c:4]([CH2:12][OH:13])[cH:5][c:6]([C:8]([F:9])([F:10])[F:11])[cH:7]1>>[c:2]1([Cl:21])[cH:3][c:4]([CH2:12][OH:13])[cH:5][c:6]([C:8]([F:9])([F:10])[F:11])[cH:7]1. Starting materials: c1ccc(Cc2ccncc2)cc1, CC(=O)O, [O-][I+2]([O-])[O-], [O-][I+3]([O-])([O-])[O-], I, [Na+], [Na+], O=S(=O)(O)O. As a reaction SMILES: [CH2:1]([c:2]1[cH:3][cH:4][cH:5][cH:6][cH:7]1)[c:8]1[cH:9][cH:10][n:11][cH:12][cH:13]1.[CH3:31][C:32](=[O:33])[OH:34].[I+2:20]([O-:21])([O-:22])[O-:23].[I+3:25]([O-:26])([O-:27])([O-:28])[O-:29].[I:19].[Na+:24].[Na+:30].[S:14](=[O:15])(=[O:16])([OH:17])[OH:18]>>[CH2:1]([c:2]1[cH:3][cH:4][c:5]([I:20])[cH:6][cH:7]1)[c:8]1[cH:9][cH:10][n:11][cH:12][cH:13]1. Yields the product Ic1ccc(Cc2ccncc2)cc1. Reactants: O=C[C@H](O)[C@@H](O)[C@@H](O)[C@H](O)CO (D-galactose), NC(CC)(O)O (aminopropanediol), C1C(O1)CO (glycidol). The product is OC(CNC[C@H](O)[C@@H](O)[C@@H](O)[C@H](O)CO)CO (1-Deoxy-1-[(2,3-dihydroxypropyl)amino]-D-galactitol). As a reaction SMILES: O=[CH:2][C@@H:3]([C@H:5]([C@H:7]([C@@H:9]([CH2:11][OH:12])[OH:10])[OH:8])[OH:6])[OH:4].[NH2:13]C(O)(O)CC.[CH2:19]1[O:21][CH:20]1[CH2:22][OH:23]>>[OH:21][CH:20]([CH2:22][OH:23])[CH2:19][NH:13][CH2:2][C@@H:3]([C@H:5]([C@H:7]([C@@H:9]([CH2:11][OH:12])[OH:10])[OH:8])[OH:6])[OH:4]. Procedure: Each diastereoisomer can also be obtained by coupling D-galactose with the pure enantiomer of the aminopropanediol or by the reaction of the enantiomers of glycidol on N-(2,3,4,5,6-pentahydroxyhexyl)benzylamide as follows: Reactants: C(C)(C)(C)OC(=O)N(CCOC=1C=C(C(=O)O)C=C(C1)Cl)C1=CC=NC=C1 (3-[2-(tert-butoxycarbonyl-pyridin-4-yl-amino)-ethoxy]-5-chloro-benzoic acid), CN(C)C(=[N+](C)C)ON1C2=C(C=CC=C2)N=N1.[B-](F)(F)(F)F (TBTU), C=1C=CC2=C(C1)N=NN2O (HOBt), CCN(C(C)C)C(C)C (DIPEA), C(CC)NC1OCCCC1 (N-propyl-aminotetrahydropyran). The solvent is CN(C)C=O (DMF), CN(C)C=O (DMF). Run at time 20 hour. The product is C(C)(C)(C)OC(N(C1=CC=NC=C1)CCOC1=CC(=CC(=C1)C(N(C1CCOCC1)CCC)=O)Cl)=O ((2-{3-Chloro-5-[propyl-(tetrahydro-pyran-4-yl)-carbamoyl]-phenoxy}-ethyl)-pyridin-4-yl-carbamic acid tert-butyl ester). Isolated yield 88.5%. As a reaction SMILES: [C:1]([O:5][C:6]([N:8]([C:22]1[CH:27]=[CH:26][N:25]=[CH:24][CH:23]=1)[CH2:9][CH2:10][O:11][C:12]1[CH:13]=[C:14]([CH:18]=[C:19]([Cl:21])[CH:20]=1)[C:15]([OH:17])=O)=[O:7])([CH3:4])([CH3:3])[CH3:2].CN(C(O[N:36]1N=N[C:38]2[CH:39]=CC=C[C:37]1=2)=[N+](C)C)C.[B-](F)(F)(F)F.C1C=CC2N(O)N=NC=2C=1.CCN(C(C)C)C(C)C.C(N[CH:73]1[CH2:78][CH2:77][CH2:76][CH2:75][O:74]1)CC>CN(C=O)C>[C:1]([O:5][C:6](=[O:7])[N:8]([CH2:9][CH2:10][O:11][C:12]1[CH:13]=[C:14]([C:15](=[O:17])[N:36]([CH2:37][CH2:38][CH3:39])[CH:77]2[CH2:78][CH2:73][O:74][CH2:75][CH2:76]2)[CH:18]=[C:19]([Cl:21])[CH:20]=1)[C:22]1[CH:27]=[CH:26][N:25]=[CH:24][CH:23]=1)([CH3:2])([CH3:4])[CH3:3] |f:1.2|. Reported procedure: To a stirred solution of 3-[2-(tert-butoxycarbonyl-pyridin-4-yl-amino)-ethoxy]-5-chloro-benzoic acid (0.06 g), TBTU (0.096 g) and HOBt (0.030 g) in DMF (1 ml) was added DIPEA (0.052 ml) followed by N-propyl-aminotetrahydropyran (0.033 g) as a solution in DMF (1 ml) after 20 min. The reaction mixture was stirred at room temperature for 20 h and then concentrated under reduced pressure. The residue was partitioned between ethyl acetate and water. The organic phase was washed with further water and... Solvent: C(C)O (ethanol). Reagents/catalysts: [C].[Pd] (palladium-carbon). Procedure: A mixture of N-methyl-(3-nitro-5-trifluoromethyl-pyridin-2-yl)-amine (6.93 g), 5% of palladium-carbon (0.69 g), and ethanol was stirred under about 1 atm of hydrogen at room temperature for 10 hours. The reaction mixture was filtered through Celite®, and then the filtrate was concentrated under reduced pressure to give 5.02 g of N2-methyl-5-trifluoromethylpyridin-2,3-diamine (Compound (1F)-1). Isolated yield 83.8%. Product: CNC1=NC=C(C=C1N)C(F)(F)F (N2-methyl-5-trifluoromethylpyridin-2,3-diamine). Reactants: CNC1=NC=C(C=C1[N+](=O)[O-])C(F)(F)F (N-methyl-(3-nitro-5-trifluoromethyl-pyridin-2-yl)-amine), [H][H] (hydrogen). As a reaction SMILES: [CH3:1][NH:2][C:3]1[C:8]([N+:9]([O-])=O)=[CH:7][C:6]([C:12]([F:15])([F:14])[F:13])=[CH:5][N:4]=1.[H][H]>[C].[Pd].C(O)C>[CH3:1][NH:2][C:3]1[C:8]([NH2:9])=[CH:7][C:6]([C:12]([F:15])([F:13])[F:14])=[CH:5][N:4]=1 |f:2.3|. Starting materials: CC(C)(C)[Si](C)(C)Cl, CN(C)C=O, O, Cc1cc2c(cc1O)C(C)(C)CCC2=O, c1c[nH]cn1. Product: Cc1cc2c(cc1O[Si](C)(C)C(C)(C)C)C(C)(C)CCC2=O. Reaction SMILES: [C:21]([CH3:22])([CH3:23])([CH3:24])[Si:25]([CH3:26])([CH3:27])[Cl:28].[CH:30]([N:31]([CH3:32])[CH3:33])=[O:34].[OH2:29].[OH:1][c:2]1[cH:3][c:4]2[c:9]([cH:10][c:11]1[CH3:12])[C:8](=[O:13])[CH2:7][CH2:6][C:5]2([CH3:14])[CH3:15].[nH:16]1[cH:17][cH:18][n:19][cH:20]1>>[O:1]([c:2]1[cH:3][c:4]2[c:9]([cH:10][c:11]1[CH3:12])[C:8](=[O:13])[CH2:7][CH2:6][C:5]2([CH3:14])[CH3:15])[Si:25]([C:21]([CH3:22])([CH3:23])[CH3:24])([CH3:26])[CH3:27].